This data is from the Open Reaction Database (ORD), a public repository of structured organic reaction records. The task is: describe an organic reaction: reactants, conditions, products, and yield Starting materials: N(C1=CC=CC=C1)C=1SC=C(N1)C(=O)OCC (ethyl 2-anilinothiazol-4-carboxylate), [H-].[Al+3].[Li+].[H-].[H-].[H-] (lithium aluminum hydride). Run in O1CCCC1 (tetrahydrofuran). Product: N(C1=CC=CC=C1)C=1SC=C(N1)CO (2-Anilinothiazol-4-ylmethanol). Reaction SMILES: [NH:1]([C:8]1[S:9][CH:10]=[C:11]([C:13](OCC)=[O:14])[N:12]=1)[C:2]1[CH:7]=[CH:6][CH:5]=[CH:4][CH:3]=1.[H-].[Al+3].[Li+].[H-].[H-].[H-]>O1CCCC1>[NH:1]([C:8]1[S:9][CH:10]=[C:11]([CH2:13][OH:14])[N:12]=1)[C:2]1[CH:3]=[CH:4][CH:5]=[CH:6][CH:7]=1 |f:1.2.3.4.5.6|. Reported procedure: Following a procedure similar to that described in Preparation 15, the desired compound was prepared from 8.5 g of ethyl 2-anilinothiazol-4-carboxylate, 2 g of lithium aluminum hydride and 150 ml of tetrahydrofuran, as colorless flakes having the following physical properties. Starting materials: CC(=O)C1=C(C=CC(=C1)OCC(F)(F)F)OCC(F)(F)F (2,5-bis(2,2,2-trifluoroethoxy)acetophenone), FC1=C(C=O)C=CC(=C1F)C(F)(F)F (2,3-difluoro-4-(trifluoromethyl)benzaldehyde), Example 18. The product is FC(COC1=C(C=C(C=C1)OCC(F)(F)F)C(C=CC1=C(C(=C(C=C1)C(F)(F)F)F)F)=O)(F)F (1-[2,5-Bis(2,2,2-trifluoroethoxy)phenyl]-3-[2,3-difluoro-4-(trifluoromethyl)phenyl]prop-2-en-1-one). RXN SMILES: [CH3:1][C:2]([C:4]1[CH:9]=[C:8]([O:10][CH2:11][C:12]([F:15])([F:14])[F:13])[CH:7]=[CH:6][C:5]=1[O:16][CH2:17][C:18]([F:21])([F:20])[F:19])=[O:3].[F:22][C:23]1[C:30]([F:31])=[C:29]([C:32]([F:35])([F:34])[F:33])[CH:28]=[CH:27][C:24]=1[CH:25]=O>>[F:21][C:18]([F:19])([F:20])[CH2:17][O:16][C:5]1[CH:6]=[CH:7][C:8]([O:10][CH2:11][C:12]([F:13])([F:14])[F:15])=[CH:9][C:4]=1[C:2](=[O:3])[CH:1]=[CH:25][C:24]1[CH:27]=[CH:28][C:29]([C:32]([F:35])([F:34])[F:33])=[C:30]([F:31])[C:23]=1[F:22]. Procedure details: The title compound was prepared from a mixture of 2,5-bis(2,2,2-trifluoroethoxy)acetophenone (200 mg, 0.633 mmol) and 2,3-difluoro-4-(trifluoromethyl)benzaldehyde (91 ul, 0.633 mmol) similar to Example 18 as a yellow solid (66 mg, 20%). 1H NMR (CDCl3): 7.78 (d, J=15.9 Hz, 1H), 7.64 (d, J=16.2 Hz, 1H), 7.51-7.38 (m, 2H), 7.35 (d, J=3.0 Hz, 1H), 7.18 (dd, J=3.3, 9.0 Hz, 1H), 6.95 (d, J=9.3 Hz, 1H), 4.47-4.35 (m, 4H). Starting materials: C(C)OC(=O)C1=NC2=CC=C(C=C2C=C1)O (6-hydroxy-quinoline-2-carboxylic acid ethyl ester), C1(=CC=CC=C1)P(C1=CC=CC=C1)C1=CC=CC=C1 (triphenylphospine), C(C)(C)N1CCC(CC1)O (1-isopropyl-piperidin-4-ol). Solvent: C1(=CC=CC=C1)C (toluene), C1CCOC1 (THF). Conditions: temperature 35 celsius. Product: C(C)OC(=O)C1=NC2=CC=C(C=C2C=C1)OC1CCN(CC1)C(C)C (6-(1-Isopropyl-piperidin-4-yloxy)-quinoline-2-carboxylic acid ethyl ester). RXN SMILES: [CH2:1]([O:3][C:4]([C:6]1[CH:15]=[CH:14][C:13]2[C:8](=[CH:9][CH:10]=[C:11]([OH:16])[CH:12]=2)[N:7]=1)=[O:5])[CH3:2].C1(P(C2C=CC=CC=2)C2C=CC=CC=2)C=CC=CC=1.[CH:36]([N:39]1[CH2:44][CH2:43][CH:42](O)[CH2:41][CH2:40]1)([CH3:38])[CH3:37]>C1(C)C=CC=CC=1.C1COCC1>[CH2:1]([O:3][C:4]([C:6]1[CH:15]=[CH:14][C:13]2[C:8](=[CH:9][CH:10]=[C:11]([O:16][CH:42]3[CH2:43][CH2:44][N:39]([CH:36]([CH3:38])[CH3:37])[CH2:40][CH2:41]3)[CH:12]=2)[N:7]=1)=[O:5])[CH3:2]. Reported procedure: A mixture of 1 g (0.0046 mol) of 6-hydroxy-quinoline-2-carboxylic acid ethyl ester, 2.4 g (0.0092 mol) of triphenylphospine (Fluka), 2.4 g (0.0092 mol) of 1-isopropyl-piperidin-4-ol and 1.6 ml (0.0092 mol) of di-tert.-butyl azadicarboxylate 40% in toluene in 100 ml THF was stirred for a prolonged period of time at 35° C. The mixture was filtered through a pad of silica and washed with 30 ml THF. The mixture was evaporated to dryness and purified on silica eluting with a gradient of DCM/MeOH 98/2... Starting materials: C(C)(=O)N1CCC2=CC(=C(C=C12)I)SCC1=CC=NC=C1 (1-Acetyl-2,3-dihydro-6-iodo-5-(pyridin-4-ylmethylthio)-1H-indole), [BH4-].[Na+] (Sodium borohydride), [BH4-].[Na+] (sodium borohydride), CI (methyl iodide), C([O-])(O)=O.[Na+] (sodium bicarbonate). The solvent is CN(C)C=O (DMF). Conditions: temperature 0 celsius. Product: C(C)(=O)N1CCC2=CC(=C(C=C12)I)SCC=1CCN(CC1)C (1-Acetyl-2,3-dihydro-6-iodo-5-[(1-methyl-1,2,3,6-tetrahydropyridin-4-yl)methylthio]-1H-indole), solid. The yield is 53.0%. Reaction SMILES: [C:1]([N:4]1[C:12]2[C:7](=[CH:8][C:9]([S:14][CH2:15][C:16]3[CH:21]=[CH:20][N:19]=[CH:18][CH:17]=3)=[C:10]([I:13])[CH:11]=2)[CH2:6][CH2:5]1)(=[O:3])[CH3:2].CI.[BH4-].[Na+].[C:26](=O)(O)[O-].[Na+]>CN(C=O)C>[C:1]([N:4]1[C:12]2[C:7](=[CH:8][C:9]([S:14][CH2:15][C:16]3[CH2:17][CH2:18][N:19]([CH3:26])[CH2:20][CH:21]=3)=[C:10]([I:13])[CH:11]=2)[CH2:6][CH2:5]1)(=[O:3])[CH3:2] |f:2.3,4.5|. Procedure: 1-Acetyl-2,3-dihydro-6-iodo-5-(pyridin-4-ylmethylthio)-1H-indole (D50) (0.390 g, 0.951 mmol) was dissolved in dry DMF (5 ml) and was treated with methyl iodide (0.089 ml, 1.430 mmol) with stirring. After 24 hours the reaction mixture was evaporated under reduced pressure and was triturated with ethyl acetate (~20 ml). The resultant brown solid was then filtered off, washed with diethyl ether and dried in vacuo (0.513 g). The solid was then redissolved in a mixture of ethanol (20 ml) and water (1... The reactants are solution, C[Si](C)(C)N[Si](C)(C)C.[Li] (lithium bis(trimethylsilyl)amine), O1C2=C(C=C1C1=C(C=O)C=CC=C1)C=CC=C2 (2-(benzo[b]furan-2-yl)-benzaldehyde), solution, C(C=C)[Mg]Br (allylmagnesium bromide), [Cl-].[NH4+] (ammonium chloride). Run in CCCCCC (hexane), O1CCCC1 (tetrahydrofuran), O1CCCC1 (tetrahydrofuran). Conditions: temperature 0 celsius, time 40 minute. Product: Cl.O1C2=C(C=C1C1=C(C=CC=C1)C(N)CC=C)C=CC=C2 (2-(benzo[b]furan-2-yl)-a-2-propenyl-benzenemethanamine hydrochloride). As a reaction SMILES: [O:1]1[C:5]([C:6]2[CH:13]=[CH:12][CH:11]=[CH:10][C:7]=2[CH:8]=O)=[CH:4][C:3]2[CH:14]=[CH:15][CH:16]=[CH:17][C:2]1=2.C[Si](N[Si](C)(C)C)(C)C.[Li].[CH2:28]([Mg]Br)[CH:29]=[CH2:30].[Cl-:33].[NH4+:34]>O1CCCC1.CCCCCC>[ClH:33].[O:1]1[C:5]([C:6]2[CH:13]=[CH:12][CH:11]=[CH:10][C:7]=2[CH:8]([CH2:28][CH:29]=[CH2:30])[NH2:34])=[CH:4][C:3]2[CH:14]=[CH:15][CH:16]=[CH:17][C:2]1=2 |f:1.2,4.5,8.9,^1:26|. Procedure details: To a solution of 3.0 g of 2-(benzo[b]furan-2-yl)-benzaldehyde in 60 ml of tetrahydrofuran, cooled at 0° C. under a nitrogen atmosphere, was added 16.2 ml of a 1 M solution of lithium bis(trimethylsilyl)amine in hexane. After stirring at 0° C. for 20 min 16.2 ml of a 1 M solution of allylmagnesium bromide in tetrahydrofuran was added and the resulting solution stirred at 0° C. for 40 min, then allowed to warm to room temperature over 1 h. Saturated aqueous ammonium chloride was added and the mixt... Reactants: CCCCCC, Cc1cc[nH]n1, O=C(c1ccc(F)cc1F)c1cccc2c1Nc1ncccc1CN2, [H-], [Na+]. Yields the product Cc1ccn(-c2ccc(C(=O)c3cccc4c3Nc3ncccc3CN4)c(F)c2)n1. Reaction SMILES: [CH3:34][CH2:35][CH2:36][CH2:37][CH2:38][CH3:39].[CH3:3][c:4]1[n:5][nH:6][cH:7][cH:8]1.[F:9][c:10]1[c:11]([C:17](=[O:18])[c:19]2[cH:20][cH:21][cH:22][c:23]3[c:29]2[NH:28][c:27]2[c:26]([cH:33][cH:32][cH:31][n:30]2)[CH2:25][NH:24]3)[cH:12][cH:13][c:14]([F:16])[cH:15]1.[H-:1].[Na+:2]>>[CH3:3][c:4]1[n:5][n:6](-[c:14]2[cH:13][cH:12][c:11]([C:17](=[O:18])[c:19]3[cH:20][cH:21][cH:22][c:23]4[c:29]3[NH:28][c:27]3[c:26]([cH:33][cH:32][cH:31][n:30]3)[CH2:25][NH:24]4)[c:10]([F:9])[cH:15]2)[cH:7][cH:8]1.